From a dataset of the Open Reaction Database (ORD), a public repository of structured organic reaction records. describe an organic reaction: reactants, conditions, products, and yield The reactants are Nc1cccc(-c2c(Cc3ccccc3)cnc3c(C(F)(F)F)cccc23)c1, O=Cc1ccsc1. Yields the product FC(F)(F)c1cccc2c(-c3cccc(NCc4ccsc4)c3)c(Cc3ccccc3)cnc12. As a reaction SMILES: [CH2:1]([c:2]1[cH:3][cH:4][cH:5][cH:6][cH:7]1)[c:8]1[cH:9][n:10][c:11]2[c:12]([C:25]([F:26])([F:27])[F:28])[cH:13][cH:14][cH:15][c:16]2[c:17]1-[c:18]1[cH:19][c:20]([NH2:24])[cH:21][cH:22][cH:23]1.[s:29]1[cH:30][c:31]([CH:34]=[O:35])[cH:32][cH:33]1>>[CH2:1]([c:2]1[cH:3][cH:4][cH:5][cH:6][cH:7]1)[c:8]1[cH:9][n:10][c:11]2[c:12]([C:25]([F:26])([F:27])[F:28])[cH:13][cH:14][cH:15][c:16]2[c:17]1-[c:18]1[cH:19][c:20]([NH:24][CH2:34][c:31]2[cH:30][s:29][cH:33][cH:32]2)[cH:21][cH:22][cH:23]1. The reactants are O=C([O-])[O-], CCOC(C)=O, CS(C)=O, N#Cc1ccc(F)cc1Cl, [Cs+], [Cs+], CCCC(N)C(=O)O. The product is CCCC(Nc1ccc(C#N)c(Cl)c1)C(=O)O. RXN SMILES: [C:19](=[O:20])([O-:21])[O-:22].[CH3:25][CH2:26][O:27][C:28](=[O:29])[CH3:30].[CH3:31][S:32](=[O:33])[CH3:34].[Cl:1][c:2]1[c:3]([C:4]#[N:5])[cH:6][cH:7][c:8]([F:10])[cH:9]1.[Cs+:23].[Cs+:24].[NH2:11][CH:12]([CH2:13][CH2:14][CH3:15])[C:16](=[O:17])[OH:18]>>[Cl:1][c:2]1[c:3]([C:4]#[N:5])[cH:6][cH:7][c:8]([NH:11][CH:12]([CH2:13][CH2:14][CH3:15])[C:16](=[O:17])[OH:18])[cH:9]1. The reactants are CC(C)(C)O, CC(C)(C)OC(=O)OC(=O)[O-], NC1CCN(Cc2ccccc2)CC1, [Na+], [OH-]. Yields the product CC(C)(C)OC(=O)NC1CCN(Cc2ccccc2)CC1. Reaction SMILES: [C:15]([OH:16])([CH3:17])([CH3:18])[CH3:19].[C:20]([CH3:21])([CH3:22])([CH3:23])[O:24][C:25](=[O:26])[O:27][C:28]([O-:29])=[O:30].[CH2:1]([c:2]1[cH:3][cH:4][cH:5][cH:6][cH:7]1)[N:8]1[CH2:9][CH2:10][CH:11]([NH2:14])[CH2:12][CH2:13]1.[Na+:32].[OH-:31]>>[CH2:1]([c:2]1[cH:3][cH:4][cH:5][cH:6][cH:7]1)[N:8]1[CH2:9][CH2:10][CH:11]([NH:14][C:25]([O:24][C:20]([CH3:21])([CH3:22])[CH3:23])=[O:26])[CH2:12][CH2:13]1. The reactants are [OH-].[Na+] (NaOH), N1[C@H](C(=O)O)CCC1 (L-proline), [N-]=[N+]=[N-].[Na+] (NaN3), C(C)(C)(C)OC(=O)N1CCC(CC1)OC=1C(=C2C=CN=CC2=CC1)Br (4-(5-Bromo-isoquinolin-6-yloxy)-piperidine-1-carboxylic acid tert-butyl ester). Reagents/catalysts: [Cu]I (CuI). Run in O (water), O (water), C(C)(=O)OCC (ethyl acetate). Conditions: temperature 95 celsius. Product: C(C)(C)(C)OC(=O)N1CCC(CC1)OC=1C(=C2C=CN=CC2=CC1)N (4-(5-Amino-isoquinoline-6-yloxy)-piperidin-1-carboxylic acid tert-butyl ester). Yield: 101.9%. As a reaction SMILES: [OH-].[Na+].[NH:3]1CCC[C@H]1C(O)=O.[N-]=[N+]=[N-].[Na+].[C:15]([O:19][C:20]([N:22]1[CH2:27][CH2:26][CH:25]([O:28][C:29]2[C:30](Br)=[C:31]3[C:36](=[CH:37][CH:38]=2)[CH:35]=[N:34][CH:33]=[CH:32]3)[CH2:24][CH2:23]1)=[O:21])([CH3:18])([CH3:17])[CH3:16]>O.[Cu]I.C(OCC)(=O)C>[C:15]([O:19][C:20]([N:22]1[CH2:27][CH2:26][CH:25]([O:28][C:29]2[C:30]([NH2:3])=[C:31]3[C:36](=[CH:37][CH:38]=2)[CH:35]=[N:34][CH:33]=[CH:32]3)[CH2:24][CH2:23]1)=[O:21])([CH3:18])([CH3:17])[CH3:16] |f:0.1,3.4|. Procedure: Under argon atmosphere 600 μL (0.6 mmol) of 1N NaOH, 13.8 mg (0.12 mmol) L-proline, 7.6 mg (0.04 mmol) of CuI and 52 mg (0.8 mmol) of NaN3 were added to a solution of 163 mg (0.4 mmol) 4-(5-bromo-isoquinoline-6-yloxy)-piperidin-1-carboxylic acid tert-butyl ester (11) in 0.6 mL of water. The mixture was heated to 95° C. for 3 h in a microwave reactor (CEM Discovery). After cooling to room temperature water and ethyl acetate were added. The mixture was filtered through Celite, washed with ethyl ac... The reactants are ClC1=CC(=NC=C1C1CC1)C#N (4-chloro-5-cyclopropyl-pyridine-2-carbonitrile), CC1(COC1)CO ((3-methyloxetan-3-yl)methanol). Product: C1(CC1)C=1C(=CC(=NC1)C#N)OCC1(COC1)C (5-cyclopropyl-4-[(3-methyloxetan-3-yl)methoxy]pyridine-2-carbonitrile). Reaction SMILES: Cl[C:2]1[C:7]([CH:8]2[CH2:10][CH2:9]2)=[CH:6][N:5]=[C:4]([C:11]#[N:12])[CH:3]=1.[CH3:13][C:14]1([CH2:18][OH:19])[CH2:17][O:16][CH2:15]1>>[CH:8]1([C:7]2[C:2]([O:19][CH2:18][C:14]3([CH3:13])[CH2:17][O:16][CH2:15]3)=[CH:3][C:4]([C:11]#[N:12])=[N:5][CH:6]=2)[CH2:10][CH2:9]1. Procedure details: The title compound was synthesized in analogy to Example 123c, using 4-chloro-5-cyclopropyl-pyridine-2-carbonitrile (example 215b), (3-methyloxetan-3-yl)methanol (CAN 3143-02-0) as starting materials and isolated (1.73 g, 83%); MS (ESI, m/z): 245.5 (M+H+). Starting materials: NC=1C=C(CCO)C=CC1 (3-aminophenethyl alcohol), CS(=O)(=O)Cl (methanesulfonyl chloride). Yields the product CS(=O)(=O)OCCC1=CC(=CC=C1)NS(=O)(=O)C (2-{3-[(Methylsulfonyl)amino]phenyl}ethyl methanesulfonate). RXN SMILES: [NH2:1][C:2]1[CH:3]=[C:4]([CH:8]=[CH:9][CH:10]=1)[CH2:5][CH2:6][OH:7].[CH3:11][S:12](Cl)(=[O:14])=[O:13]>>[CH3:11][S:12]([O:7][CH2:6][CH2:5][C:4]1[CH:8]=[CH:9][CH:10]=[C:2]([NH:1][S:12]([CH3:11])(=[O:14])=[O:13])[CH:3]=1)(=[O:14])=[O:13]. Procedure details: The title compound was prepared from 3-aminophenethyl alcohol (U.S. Pat. No. 2,641,602) and methanesulfonyl chloride (2 eq.) according to the procedure contained within description 4. The product was used immediately without further purification or characterisation. Starting materials: C(C)(=O)OC=1C(C(=O)O)=CC=CC1 (acetylsalicyclic acid), C(C)(C)C1=CC=C(N)C=C1 (4isopropylaniline). The product is C(C)(C)C1=CC=C(C=C1)NC(C1=C(C=CC=C1)O)=O (N-(4-isopropylphenyl)-2-hydroxybenzamide). Reaction SMILES: C([O:4][C:5]1[C:6](=[CH:10][CH:11]=[CH:12][CH:13]=1)[C:7]([OH:9])=O)(=O)C.[CH:14]([C:17]1[CH:23]=[CH:22][C:20]([NH2:21])=[CH:19][CH:18]=1)([CH3:16])[CH3:15]>>[CH:14]([C:17]1[CH:23]=[CH:22][C:20]([NH:21][C:7](=[O:9])[C:6]2[CH:10]=[CH:11][CH:12]=[CH:13][C:5]=2[OH:4])=[CH:19][CH:18]=1)([CH3:16])[CH3:15]. Reported procedure: This compound was obtained as a white solid starting from acetylsalicyclic acid and 4isopropylaniline using the same procedure described in example 5.